Dataset: the Open Reaction Database (ORD), a public repository of structured organic reaction records. Task: describe an organic reaction: reactants, conditions, products, and yield The reactants are C(C)(C)(C)OC(C1=CC=C(C=C1)NC(C(=O)O)C1=CC=C(C=C1)C(C)(C)C)=O (4-{[(4-tert-Butyl-phenyl)-carb oxy-methyl]-amino}-benzoic acid tert-butyl ester), CCN(C(C)C)C(C)C (Hunig's base), C=1C=CC2=C(C1)N=NN2O (HOBt), IC1=CC=C(N)C=C1 (4-iodoaniline). Run in O (water), C(C)(=O)OCC (Ethyl acetate), CN(C)C=O (DMF). Run at time 30 minute. Yields the product C(C)(C)(C)OC(C1=CC=C(C=C1)NC(C(NC1=CC=C(C=C1)I)=O)C1=CC=C(C=C1)C(C)(C)C)=O (4-{[(4-tert-Butyl-phenyl)-(4-iodo-phenylcarbamoyl)-methyl]-amino}-benzoic acid tert-butyl ester). Isolated yield 70.0%. RXN SMILES: [C:1]([O:5][C:6](=[O:28])[C:7]1[CH:12]=[CH:11][C:10]([NH:13][CH:14]([C:18]2[CH:23]=[CH:22][C:21]([C:24]([CH3:27])([CH3:26])[CH3:25])=[CH:20][CH:19]=2)[C:15]([OH:17])=O)=[CH:9][CH:8]=1)([CH3:4])([CH3:3])[CH3:2].C1C=CC2N(O)N=NC=2C=1.[I:39][C:40]1[CH:46]=[CH:45][C:43]([NH2:44])=[CH:42][CH:41]=1.CCN(C(C)C)C(C)C>CN(C=O)C.O.C(OCC)(=O)C>[C:1]([O:5][C:6](=[O:28])[C:7]1[CH:12]=[CH:11][C:10]([NH:13][CH:14]([C:18]2[CH:23]=[CH:22][C:21]([C:24]([CH3:25])([CH3:27])[CH3:26])=[CH:20][CH:19]=2)[C:15](=[O:17])[NH:44][C:43]2[CH:45]=[CH:46][C:40]([I:39])=[CH:41][CH:42]=2)=[CH:9][CH:8]=1)([CH3:3])([CH3:4])[CH3:2]. Procedure: (4-{[(4-tert-Butyl-phenyl)-carb oxy-methyl]-amino}-benzoic acid tert-butyl ester (760 mg, 2.0 mmol), was taken up in 5 mL of DMF followed by addition of HOBt (765 mg, 5.0 mmol) and EDCT (958 mg, 5.0 mmol). The reaction was stirred at RT for 30 min, 4-iodoaniline (657 mg, 3 mmol) was added followed by Hunig's base (640 mg, 5 mmol) and allowed to stir an additional 16 h at RT. Ethyl acetate (20 mL) and 20 mL water were added and separated. The aqueous layer was then back extracted with another 10 ... Reactants: [BH4-], C1CCOC1, CCC(CC)(c1ccc(OCC(=O)C(C)(C)C)c(C)c1)c1cc2ccc(C(=O)O)cc2o1, [Na+]. Product: CCC(CC)(c1ccc(OCC(O)C(C)(C)C)c(C)c1)c1cc2ccc(C(=O)O)cc2o1. As a reaction SMILES: [BH4-:33].[CH2:35]1[O:36][CH2:37][CH2:38][CH2:39]1.[CH3:1][C:2]([C:3]([CH2:4][O:5][c:6]1[c:7]([CH3:29])[cH:8][c:9]([C:12]([CH2:13][CH3:14])([CH2:15][CH3:16])[c:17]2[o:18][c:19]3[c:20]([cH:21]2)[cH:22][cH:23][c:24]([C:26](=[O:27])[OH:28])[cH:25]3)[cH:10][cH:11]1)=[O:30])([CH3:31])[CH3:32].[Na+:34]>>[CH3:1][C:2]([CH:3]([CH2:4][O:5][c:6]1[c:7]([CH3:29])[cH:8][c:9]([C:12]([CH2:13][CH3:14])([CH2:15][CH3:16])[c:17]2[o:18][c:19]3[c:20]([cH:21]2)[cH:22][cH:23][c:24]([C:26](=[O:27])[OH:28])[cH:25]3)[cH:10][cH:11]1)[OH:30])([CH3:31])[CH3:32]. Reactants: C(C)(=O)OCC1=C(C=CC(=C1)N(C1=NC(=C(C=C1)C#N)OC)C(=O)OC(C)(C)C)B1OC(C(O1)(C)C)(C)C (5-(tert-butoxycarbonyl(5-cyano-6-methoxypyridin-2-yl)amino)-2-(4,4,5,5-tetramethyl-1,3,2-dioxaborolan-2-yl)benzyl acetate), [OH-].[Na+] (sodium hydroxide), Cl (hydrochloric acid). Run in CO (methanol). Reaction conditions: time 3 hour. Product: C(#N)C=1C=CC(=NC1OC)N(C(OC(C)(C)C)=O)C1=CC2=C(B(OC2)O)C=C1 (tert-butyl 5-cyano-6-methoxypyridin-2-yl(1-hydroxy-1,3-dihydrobenzo[c][1,2]oxaborol-5-yl)carbamate). The yield is 89.4%. Reaction SMILES: C([O:4][CH2:5][C:6]1[CH:11]=[C:10]([N:12]([C:23]([O:25][C:26]([CH3:29])([CH3:28])[CH3:27])=[O:24])[C:13]2[CH:18]=[CH:17][C:16]([C:19]#[N:20])=[C:15]([O:21][CH3:22])[N:14]=2)[CH:9]=[CH:8][C:7]=1[B:30]1OC(C)(C)C(C)(C)[O:31]1)(=O)C.[OH-].[Na+].Cl>CO>[C:19]([C:16]1[CH:17]=[CH:18][C:13]([N:12]([C:10]2[CH:9]=[CH:8][C:7]3[B:30]([OH:31])[O:4][CH2:5][C:6]=3[CH:11]=2)[C:23](=[O:24])[O:25][C:26]([CH3:27])([CH3:29])[CH3:28])=[N:14][C:15]=1[O:21][CH3:22])#[N:20] |f:1.2|. Reported procedure: To a solution of 5-(tert-butoxycarbonyl(5-cyano-6-methoxypyridin-2-yl)amino)-2-(4,4,5,5-tetramethyl-1,3,2-dioxaborolan-2-yl)benzyl acetate (2.20 g, 3.82 mmol) in methanol (38 mL) was added 1 mol/L sodium hydroxide (11.5 mL, 11.5 mmol). The reaction was stirred at room temperature for three hours and was then neutralized with 1 mol/L hydrochloric acid until pH=6 to 7. The solvent was removed under reduced pressure and the mixture was extracted with ethyl acetate and the organic layer was washed w...